This data is from the Open Reaction Database (ORD), a public repository of structured organic reaction records. The task is: describe an organic reaction: reactants, conditions, products, and yield Reactants: BrC=1C=C(C(=NC1)C(=O)OCC)C(=O)OCC (5-bromo-pyridine-2,3-dicarboxylic acid, diethyl ester), cuprous iodide, liquid, C#CC (propyne). The reagents and catalysts are C1=CC=C(C=C1)P(C2=CC=CC=C2)C3=CC=CC=C3.C1=CC=C(C=C1)P(C2=CC=CC=C2)C3=CC=CC=C3.Cl[Pd]Cl (bis(triphenylphosphine)palladium(II)chloride). Run in CS(=O)C (dimethyl sulfoxide), C(C)N(CC)CC (triethylamine). Reaction conditions: time 16 hour. Yields the product C(#CC)C=1C=C(C(=NC1)C(=O)OCC)C(=O)OCC (5-(1-propynyl)-pyridine-2,3-dicarboxylic acid, diethyl ester). Reaction SMILES: Br[C:2]1[CH:3]=[C:4]([C:13]([O:15][CH2:16][CH3:17])=[O:14])[C:5]([C:8]([O:10][CH2:11][CH3:12])=[O:9])=[N:6][CH:7]=1.[CH:18]#[C:19][CH3:20]>CS(C)=O.C(N(CC)CC)C.C1C=CC(P(C2C=CC=CC=2)C2C=CC=CC=2)=CC=1.C1C=CC(P(C2C=CC=CC=2)C2C=CC=CC=2)=CC=1.Cl[Pd]Cl>[C:18]([C:2]1[CH:3]=[C:4]([C:13]([O:15][CH2:16][CH3:17])=[O:14])[C:5]([C:8]([O:10][CH2:11][CH3:12])=[O:9])=[N:6][CH:7]=1)#[C:19][CH3:20] |f:4.5.6|. Reported procedure: A stirred mixture of 3 g of 5-bromo-pyridine-2,3-dicarboxylic acid, diethyl ester, 0.1 g cuprous iodide and 0.7 g bis(triphenylphosphine)palladium(II)chloride in 40 mL dimethyl sulfoxide and 12 mL triethylamine is cooled to 10°, and 10 mL of liquid propyne is added. The reaction is stirred at room temperature thereafter for 16 hours, then is poured onto water and extracted with methylene chloride. The organic phase is washed with dilute hydrochloric acid, then water, then brine, and dried. Conce... Starting materials: ClCCl, c1ccc2c(c1)CCNC2, [K+], [K+], [Na+], [Ni+2], [OH-], O, O, O, O, O, O, O, O=S(=O)([O-])OOS(=O)(=O)[O-], O=S(=O)([O-])[O-]. Product: C1=NCCc2ccccc21. RXN SMILES: [CH2:11]([Cl:12])[Cl:13].[CH2:1]1[NH:2][CH2:3][CH2:4][c:5]2[cH:6][cH:7][cH:8][cH:9][c:10]21.[K+:24].[K+:25].[Na+:27].[Ni+2:40].[OH-:26].[OH2:28].[OH2:29].[OH2:30].[OH2:31].[OH2:32].[OH2:33].[OH2:34].[S:14]([O:15][O:16][S:17]([O-:18])(=[O:19])=[O:20])([O-:21])(=[O:22])=[O:23].[S:35]([O-:36])([O-:37])(=[O:38])=[O:39]>>[CH:1]1=[N:2][CH2:3][CH2:4][c:5]2[cH:6][cH:7][cH:8][cH:9][c:10]21.